This data is from the Open Reaction Database (ORD), a public repository of structured organic reaction records. The task is: describe an organic reaction: reactants, conditions, products, and yield Starting materials: C1(=CC=CC=C1)NC(C1C(C(=O)[O-])O1)=O.[K+] (Potassium N-phenyl-2,3-epoxysuccinamate), C(=O)O (HCOOH). Run in O (water). The product is C1(=CC=CC=C1)NC(C1C(C(=O)O)O1)=O (N-phenyl-2,3-epoxysuccinamic acid). The yield is 77.9%. RXN SMILES: [C:1]1([NH:7][C:8](=[O:15])[CH:9]2[O:14][CH:10]2[C:11]([O-:13])=[O:12])[CH:6]=[CH:5][CH:4]=[CH:3][CH:2]=1.[K+].C(O)=O>O>[C:1]1([NH:7][C:8](=[O:15])[CH:9]2[O:14][CH:10]2[C:11]([OH:13])=[O:12])[CH:2]=[CH:3][CH:4]=[CH:5][CH:6]=1 |f:0.1|. Procedure: Potassium N-phenyl-2,3-epoxysuccinamate (Compound No. 95) (2.31 g) was dissolved in water (10 ml) and the solution was made acidic by addition of 25% HCOOH under ice-cooling with stirring. The reaction mixture was extracted with chloroform, washed with a saturated aqueous sodium chloride solution, dried over magnesium sulfate and concentrated to dryness. The residue was recrystallized from a mixture of n-hexane-acetone to give 1.52 g of N-phenyl-2,3-epoxysuccinamic acid (Compound No. 105) as col... Product: CC1(c2ccccc2)OC(=O)NC1CCl. Starting materials: CC1(c2ccccc2)OC(=O)NC1CO, O=S(Cl)Cl, c1ccncc1. Reaction SMILES: [OH:5][CH2:6][CH:7]1[NH:8][C:9](=[O:19])[O:10][C:11]1([c:12]1[cH:13][cH:14][cH:15][cH:16][cH:17]1)[CH3:18].[S:1]([Cl:2])([Cl:3])=[O:4].[cH:20]1[cH:21][cH:22][n:23][cH:24][cH:25]1>>[Cl:3][CH2:6][CH:7]1[NH:8][C:9](=[O:19])[O:10][C:11]1([c:12]1[cH:13][cH:14][cH:15][cH:16][cH:17]1)[CH3:18]. Reactants: Example 7 ( 1 ), C1=CC=CC=2C3=CC=CC=C3NC12 (carbazole), C(C1=CC=CC=C1)Cl (benzyl chloride), [OH-].[K+] (KOH), C([O-])([O-])=O.[K+].[K+] (potassium carbonate). Reagents/catalysts: S(=O)(=O)(O)[O-].C(CCC)[N+](CCCC)(CCCC)CCCC (tetra-n-butylammonium hydrogensulfate). Solvent: C1(=CC=CC=C1)C (toluene). The product is C(C1=CC=CC=C1)N1C2=CC=CC=C2C=2C=CC=CC12 (9-benzylcarbazole). The yield is 87.3%. Reaction SMILES: [CH:1]1[C:13]2[NH:12][C:11]3[C:6](=[CH:7][CH:8]=[CH:9][CH:10]=3)[C:5]=2[CH:4]=[CH:3][CH:2]=1.[OH-].[K+].C(=O)([O-])[O-].[K+].[K+].[CH2:22](Cl)[C:23]1[CH:28]=[CH:27][CH:26]=[CH:25][CH:24]=1>S([O-])(O)(=O)=O.C([N+](CCCC)(CCCC)CCCC)CCC.C1(C)C=CC=CC=1>[CH2:22]([N:12]1[C:11]2[CH:10]=[CH:9][CH:8]=[CH:7][C:6]=2[C:5]2[C:13]1=[CH:1][CH:2]=[CH:3][CH:4]=2)[C:23]1[CH:28]=[CH:27][CH:26]=[CH:25][CH:24]=1 |f:1.2,3.4.5,7.8|. Procedure details: 20 g (119.6 mmol) of carbazole, 47 g (712.0 mmol) of 85% KOH, 26.5 g (191.7 mmol) of potassium carbonate, 4.0 g (11.8 mmol) of tetra-n-butylammonium hydrogensulfate, 17.0 g (134.3 mmol) of benzyl chloride and 300 ml of toluene were allowed to react and after treated in the same manner as with Example 7 (1) to obtain 26.88 g of 9-benzylcarbazole. The reactants are O=C1NC=C(C(N1)=O)C(=O)OC (methyl 1,2,3,4-tetrahydro-2,4-dioxopyrimidine-5-carboxylate), O1CCC=C1 (2,3-dihydrofuran). Solvent: N1=CC=CC=C1 (pyridine). Product: O1C(CCC1)N1C(N(C(C(=C1)C(=O)OC)=O)C1OCCC1)=O (methyl 1,3-bis(2-tetrahydrofuryl)-1,2,3,4-tetrahydro-2,4-dioxopyrimidine-5-carboxylate). Isolated yield 12.9%. As a reaction SMILES: [O:1]=[C:2]1[NH:7][C:6](=[O:8])[C:5]([C:9]([O:11][CH3:12])=[O:10])=[CH:4][NH:3]1.[O:13]1[CH:17]=[CH:16][CH2:15][CH2:14]1>N1C=CC=CC=1>[O:13]1[CH2:14][CH2:15][CH2:16][CH:17]1[N:3]1[CH:4]=[C:5]([C:9]([O:11][CH3:12])=[O:10])[C:6](=[O:8])[N:7]([CH:14]2[CH2:15][CH2:16][CH2:17][O:13]2)[C:2]1=[O:1]. Procedure: In 14 ml. of pyridine are dissolved 3.4 g. (20.0 mmoles) of methyl 1,2,3,4-tetrahydro-2,4-dioxopyrimidine-5-carboxylate and 4.9 g. (70.0 mmoles) of 2,3-dihydrofuran and the solution is heated in a closed reaction vessel at 140° C. for 6 hours. The reaction mixture is then concentrated to dryness under reduced pressure and the residue is dissolved in 30 ml. of chloroform and applied to a column of 68 g. of silica gel. Elution is carried out with 250 ml. of chloroform and the eluate is concentrate...